describe an organic reaction: reactants, conditions, products, and yield From a dataset of the Open Reaction Database (ORD), a public repository of structured organic reaction records. Starting materials: BrC1=CC=CC2=CC=CC=C12 (1-bromonaphthalene), BrC=1SC=CC1 (2-Bromothiophene), [Mg] (magnesium), II (iodine). Solvent: C(C)OCC (diethyl ether), C(C)OCC (diethyl ether), C(C)OCC (diethyl ether). Reaction conditions: time 30 minute. Yields the product S1C(=CC=C1)C1=CC=CC2=CC=CC=C12 (1-(2-Thienyl)-Naphthalene). Reaction SMILES: Br[C:2]1[S:3][CH:4]=[CH:5][CH:6]=1.[Mg].II.Br[C:11]1[C:20]2[C:15](=[CH:16][CH:17]=[CH:18][CH:19]=2)[CH:14]=[CH:13][CH:12]=1>C(OCC)C>[S:3]1[CH:4]=[CH:5][CH:6]=[C:2]1[C:19]1[C:20]2[C:15](=[CH:14][CH:13]=[CH:12][CH:11]=2)[CH:16]=[CH:17][CH:18]=1. Procedure details: 2-Bromothiophene(1.45 ml, 0.015 m) in diethyl ether (20 ml) was added slowly to magnesium turnings (0.48 g, 0.02 m) and iodine (trace) in diethyl ether (10 ml). It was stirred for 30 min before being added to 1-bromonaphthalene (2.07 g, 0.01 m) and catalyst in diethyl ether (25 ml). The reaction was worked up the usual way yielding a brown oil (2.49 g). The brown oil was purified by column chromatography. Flash silica (104 g) eluted with petroleum ether (600 ml) and increased to 5% diethyl dieth... The reactants are S1C(=CC=C1)CC(=O)NC1[C@@H]2N(C(C(=CS2)C(CC)=O)C(=O)OC(C2=CC=CC=C2)C2=CC=CC=C2)C1=O (benzhydryl 7-(2-thienylacetamido)-3-propionyl-2-cephem-4-carboxylate), C(Cl)(Cl)Cl (chloroform), C(Cl)(Cl)Cl (chloroform), ClC1=CC(=CC=C1)C(=O)OO (m-chloroperbenzoic acid). Solvent: CN(C=O)C (dimethylformamide). Conditions: temperature 5 celsius. Product: S1C(=CC=C1)CC(=O)NC1[C@@H]2N(C(=C(CS2)C(CC)=O)C(=O)OC(C2=CC=CC=C2)C2=CC=CC=C2)C1=O (Benzhydryl 7-(2-thienylacetamido)-3-propionyl-3-cephem-4-carboxylate). Reaction SMILES: [S:1]1[CH:5]=[CH:4][CH:3]=[C:2]1[CH2:6][C:7]([NH:9][CH:10]1[C:37](=[O:38])[N:12]2[CH:13]([C:21]([O:23][CH:24]([C:31]3[CH:36]=[CH:35][CH:34]=[CH:33][CH:32]=3)[C:25]3[CH:30]=[CH:29][CH:28]=[CH:27][CH:26]=3)=[O:22])[C:14]([C:17](=[O:20])[CH2:18][CH3:19])=[CH:15][S:16][C@H:11]12)=[O:8].C(Cl)(Cl)Cl.ClC1C=CC=C(C(OO)=O)C=1>CN(C)C=O>[S:1]1[CH:5]=[CH:4][CH:3]=[C:2]1[CH2:6][C:7]([NH:9][CH:10]1[C:37](=[O:38])[N:12]2[C:13]([C:21]([O:23][CH:24]([C:25]3[CH:30]=[CH:29][CH:28]=[CH:27][CH:26]=3)[C:31]3[CH:32]=[CH:33][CH:34]=[CH:35][CH:36]=3)=[O:22])=[C:14]([C:17](=[O:20])[CH2:18][CH3:19])[CH2:15][S:16][C@H:11]12)=[O:8]. Reported procedure: To a cooled (5° C.), stirred solution of 0.363 g. of benzhydryl 7-(2-thienylacetamido)-3-propionyl-2-cephem-4-carboxylate in 30 ml. of chloroform was added dropwise a solution of 0.149 g. of 85 percent m-chloroperbenzoic acid in 3 ml. of chloroform. The reaction was allowed to stir with cooling for one hour, after which time it was washed twice with aqueous sodium bicarbonate solution and twice with brine and then dried over anhydrous sodium sulfate. The solution was then evaporated in vacuo to ... Starting materials: C(C)OC(=O)C1CC2CCCC(C1)N2 (ethyl-9-azabicyclo[3.3.1]nonane-3-carboxylate), BrCC(=O)OCC (ethyl bromoacetate). The solvent is C(C)O (ethanol). Yields the product C(C)OC(=O)C1CCC2CCCC1N2CC(=O)OCC (Ethyl-N-ethoxycarbonylmethyl-9-azabicyclo[3.3.1]nonane-4-carboxylate). Yield: 100.0%. As a reaction SMILES: C(OC([CH:6]1[CH2:13][CH:12]2[NH:14][CH:8]([CH2:9][CH2:10][CH2:11]2)[CH2:7]1)=O)C.Br[CH2:16][C:17]([O:19][CH2:20][CH3:21])=[O:18]>C(O)C>[CH2:20]([O:19][C:17]([CH:9]1[CH:8]2[N:14]([CH2:16][C:17]([O:19][CH2:20][CH3:21])=[O:18])[CH:12]([CH2:13][CH2:6][CH2:7]2)[CH2:11][CH2:10]1)=[O:18])[CH3:21]. Procedure details: To a 250 mL round-bottomed flask equipped with a condenser and nitrogen inlet were added 5.59 g (28.36 mmol) ethyl-9-azabicyclo[3.3.1]nonane-3-carboxylate, 142 mL ethanol, and 9.47 g (56.72 mmol) ethyl bromoacetate. The reaction was refluxed 3 days, cooled, and evaporated. The residue was partitioned between methylene chloride and aqueous sodium hydroxide, and the organic layer was dried over sodium sulfate and evaporated. The residue was filtered through silica gel using ethyl acetate to afford... Starting materials: C(C)(=O)O (acetic acid), CON=C1C(NC2=C(NC1=O)C=CC=C2)=O (1,5-dihydro-benzo[b][1,4]diazepine-2,3,4-trione 3-(O-methyl-oxime)). Reagents/catalysts: [Pd] (Pd/C). The solvent is C(C)(=O)OCC (ethyl acetate). Reaction conditions: temperature 70 celsius, time 1 hour. Product: NC1C(NC2=C(NC1=O)C=CC=C2)=O (3-Amino-1,5-dihydro-benzo[b][1,4]diazepine-2,4-dione). Yield: 84.0%. Reaction SMILES: C(O)(=O)C.CO[N:7]=[C:8]1[C:14](=[O:15])[NH:13][C:12]2[CH:16]=[CH:17][CH:18]=[CH:19][C:11]=2[NH:10][C:9]1=[O:20]>[Pd].C(OCC)(=O)C>[NH2:7][CH:8]1[C:14](=[O:15])[NH:13][C:12]2[CH:16]=[CH:17][CH:18]=[CH:19][C:11]=2[NH:10][C:9]1=[O:20]. Reported procedure: Wet 10% Pd/C (37.5 g) with glacial acetic acid (HOAc, 3.75 L). Add 1,5-dihydro-benzo[b][1,4]diazepine-2,3,4-trione 3-(O-methyl-oxime) (150 g, 0.684 mol), and subject the resulting mixture to catalytic hydrogenation under 50 psi H2 at ambient temperature for ˜18 hours until complete by HPLC. Remove the catalyst by filtration over glass fiber paper/Hyflo and rinse with HOAc (2 L). Concentrate the filtrate in vacuo to obtain the crude product as an amber waxy solid. Treat the solid with ethyl aceta... Procedure: To a solution of methyl 3-(isopropyl(methyl)amino)-7-methoxy-2-oxo-1,2-dihydroquinoxaline-6-carboxylate (2.0 g, 6.55 mmol) in dichloromethane (80 mL) was added Pyridine (2.0 g, 25.28 mmol) and Tf2O (3.66 g, 12.97 mmol) with stirring overnight under an atmosphere of nitrogen at room temperature. The reaction mixture was then quenched with water (50 mL) and extracted with dichloromethane (3×80 mL). The organic layers were combined and dried over anhydrous magnesium sulfate and concentrated in vacu... Reactants: C(C)(C)N(C=1C(NC2=CC(=C(C=C2N1)C(=O)OC)OC)=O)C (methyl 3-(isopropyl(methyl)amino)-7-methoxy-2-oxo-1,2-dihydroquinoxaline-6-carboxylate), N1=CC=CC=C1 (Pyridine), O(S(=O)(=O)C(F)(F)F)S(=O)(=O)C(F)(F)F (Tf2O). RXN SMILES: [CH:1]([N:4]([CH3:22])[C:5]1[C:6](=[O:21])[NH:7][C:8]2[C:13]([N:14]=1)=[CH:12][C:11]([C:15]([O:17][CH3:18])=[O:16])=[C:10]([O:19][CH3:20])[CH:9]=2)([CH3:3])[CH3:2].N1C=CC=CC=1.[O:29](S(C(F)(F)F)(=O)=O)[S:30]([C:33]([F:36])([F:35])[F:34])(=O)=[O:31]>ClCCl>[CH:1]([N:4]([CH3:22])[C:5]1[C:6]([O:21][S:30]([C:33]([F:36])([F:35])[F:34])(=[O:31])=[O:29])=[N:7][C:8]2[C:13]([N:14]=1)=[CH:12][C:11]([C:15]([O:17][CH3:18])=[O:16])=[C:10]([O:19][CH3:20])[CH:9]=2)([CH3:3])[CH3:2]. Run in ClCCl (dichloromethane). Conditions: time 8 hour. The product is C(C)(C)N(C=1C(=NC2=CC(=C(C=C2N1)C(=O)OC)OC)OS(=O)(=O)C(F)(F)F)C (methyl 3-(isopropyl(methyl)amino)-7-methoxy-2-(trifluoromethylsulfonyloxy)quinoxaline-6-carboxylate).